Dataset: the Open Reaction Database (ORD), a public repository of structured organic reaction records. Task: describe an organic reaction: reactants, conditions, products, and yield The product is FC=1C=C(C=CC1)C1=C(N=C(S1)C)C(=O)N1[C@H]2C[C@H]2C[C@H]1CNC(=O)C1=CN=C2SC=CN21 (imidazo[2,1-b]thiazole-5-carboxylic acid {(1S,3S,5S)-2-[5-(3-fluoro-phenyl)-2-methyl-thiazole-4-carbonyl]-2-aza-bicyclo[3.1.0]hex-3-ylmethyl}-amide). The reactants are NC[C@H]1N([C@H]2C[C@H]2C1)C(=O)C=1N=C(SC1C1=CC(=CC=C1)F)C ([(1S,3S,5S)-3-aminomethyl-2-aza-bicyclo[3.1.0]hex-2-yl]-[5-(3-fluoro-phenyl)-2-methyl-thiazol-4-yl]-methanone), S1C=2N(C=C1)C(=CN2)C(=O)O (imidazo[2,1-b]thiazole-5-carboxylic acid). Procedure details: prepared by reaction of [(1S,3S,5S)-3-aminomethyl-2-aza-bicyclo[3.1.0]hex-2-yl]-[5-(3-fluoro-phenyl)-2-methyl-thiazol-4-yl]-methanone with imidazo[2,1-b]thiazole-5-carboxylic acid. LC-MS (basic): tR=0.80 min; [M+H]+=482.1. As a reaction SMILES: [NH2:1][CH2:2][C@@H:3]1[CH2:8][C@H:7]2[C@H:5]([CH2:6]2)[N:4]1[C:9]([C:11]1[N:12]=[C:13]([CH3:23])[S:14][C:15]=1[C:16]1[CH:21]=[CH:20][CH:19]=[C:18]([F:22])[CH:17]=1)=[O:10].[S:24]1[CH:28]=[CH:27][N:26]2[C:29]([C:32](O)=[O:33])=[CH:30][N:31]=[C:25]12>>[F:22][C:18]1[CH:17]=[C:16]([C:15]2[S:14][C:13]([CH3:23])=[N:12][C:11]=2[C:9]([N:4]2[C@H:3]([CH2:2][NH:1][C:32]([C:29]3[N:26]4[C:25]([S:24][CH:28]=[CH:27]4)=[N:31][CH:30]=3)=[O:33])[CH2:8][C@H:7]3[C@@H:5]2[CH2:6]3)=[O:10])[CH:21]=[CH:20][CH:19]=1. Yield: 78.8%. Product: C(C)(=O)SCCC(=O)N1N=C(CC1C(=O)O)C1=CC=CC=C1 (4,5-Dihydro-1-[3-(acetylthio)-1-oxopropyl]-3-phenyl-1H-pyrazole-5-carboxylic acid). Reaction conditions: temperature 5 celsius, time 30 minute. Reaction SMILES: [C:1]1([C:7]2[CH2:11][CH:10]([C:12]([OH:14])=[O:13])[NH:9][N:8]=2)[CH:6]=[CH:5][CH:4]=[CH:3][CH:2]=1.C(=O)([O-])[O-].[Na+].[Na+].[C:21]([S:24][CH2:25][CH2:26][C:27](Cl)=[O:28])(=[O:23])[CH3:22]>O.C(OCC)(=O)C>[C:21]([S:24][CH2:25][CH2:26][C:27]([N:9]1[CH:10]([C:12]([OH:14])=[O:13])[CH2:11][C:7]([C:1]2[CH:2]=[CH:3][CH:4]=[CH:5][CH:6]=2)=[N:8]1)=[O:28])(=[O:23])[CH3:22] |f:1.2.3|. The solvent is C(C)(=O)OCC (ethyl acetate), C(C)(=O)OCC (ethyl acetate), C(C)(=O)OCC (ethyl acetate), O (water). Reactants: C(C)(=O)SCCC(=O)Cl (3-(acetylthio)propionyl chloride), C1(=CC=CC=C1)C1=NNC(C1)C(=O)O (4,5-dihydro-3-phenyl-1H-pyrazole-5-carboxylic acid), C([O-])([O-])=O.[Na+].[Na+] (sodium carbonate), C([O-])([O-])=O.[Na+].[Na+] (sodium carbonate). Procedure details: A suspension of 8.0 g of 4,5-dihydro-3-phenyl-1H-pyrazole-5-carboxylic acid in 200 ml of distilled water is treated slowly with 2.6 g of sodium carbonate. The solution is layered with 50 ml of ethyl acetate, cooled to 5° C. and treated with 7.0 g of 3-(acetylthio)propionyl chloride in 10 ml of ethyl acetate. The pH of the reaction mixture is maintained at 7.5-8.0 by the addition of concentrated sodium carbonate solution. The mixture is stirred at room temperature for 30 minutes. The ethyl acetat... As a reaction SMILES: [C:1]([CH3:2])(=[O:3])[NH:4][c:5]1[cH:6][c:7]2[c:8]([c:9]([CH3:12])[n:10][o:11]2)[cH:13][cH:14]1.[CH2:43]1[O:44][CH2:45][CH2:46][CH2:47]1.[CH3:16][CH:17]([N-:18][CH:19]([CH3:20])[CH3:21])[CH3:22].[CH3:48][CH2:49][O:50][C:51](=[O:52])[CH3:53].[Cl-:41].[I:23][CH2:24][c:25]1[n:26][c:27](-[c:33]2[c:34]([Cl:40])[cH:35][c:36]([Cl:39])[cH:37][cH:38]2)[o:28][c:29]1[CH:30]([CH3:31])[CH3:32].[Li+:15].[NH4+:42]>>[C:1]([CH3:2])(=[O:3])[NH:4][c:5]1[cH:6][c:7]2[c:8]([c:9]([CH2:12][CH2:24][c:25]3[n:26][c:27](-[c:33]4[c:34]([Cl:40])[cH:35][c:36]([Cl:39])[cH:37][cH:38]4)[o:28][c:29]3[CH:30]([CH3:31])[CH3:32])[n:10][o:11]2)[cH:13][cH:14]1. The product is CC(=O)Nc1ccc2c(CCc3nc(-c4ccc(Cl)cc4Cl)oc3C(C)C)noc2c1. Starting materials: CC(=O)Nc1ccc2c(C)noc2c1, C1CCOC1, CC(C)[N-]C(C)C, CCOC(C)=O, [Cl-], CC(C)c1oc(-c2ccc(Cl)cc2Cl)nc1CI, [Li+], [NH4+]. Starting materials: O=c1[nH]nc(Cl)c2cc(Br)ccc12, CCOC(C)=O, NCc1cc(C(F)(F)F)ccc1F, O=C(C=Cc1ccccc1)C=Cc1ccccc1, O=C(C=Cc1ccccc1)C=Cc1ccccc1, O=C(C=Cc1ccccc1)C=Cc1ccccc1, [Pd], [Pd]. Product: O=c1[nH]nc(Cl)c2cc(NCc3cc(C(F)(F)F)ccc3F)ccc12. Reaction SMILES: [Br:1][c:2]1[cH:3][c:4]2[c:5]([Cl:13])[n:6][nH:7][c:8](=[O:12])[c:9]2[cH:10][cH:11]1.[CH3:27][CH2:28][O:29][C:30]([CH3:31])=[O:32].[F:14][c:15]1[c:16]([CH2:17][NH2:18])[cH:19][c:20]([C:23]([F:24])([F:25])[F:26])[cH:21][cH:22]1.[O:35]=[C:36]([CH:37]=[CH:38][c:39]1[cH:40][cH:41][cH:42][cH:43][cH:44]1)[CH:45]=[CH:46][c:47]1[cH:48][cH:49][cH:50][cH:51][cH:52]1.[O:53]=[C:54]([CH:55]=[CH:56][c:57]1[cH:58][cH:59][cH:60][cH:61][cH:62]1)[CH:63]=[CH:64][c:65]1[cH:66][cH:67][cH:68][cH:69][cH:70]1.[O:71]=[C:72]([CH:73]=[CH:74][c:75]1[cH:76][cH:77][cH:78][cH:79][cH:80]1)[CH:81]=[CH:82][c:83]1[cH:84][cH:85][cH:86][cH:87][cH:88]1.[Pd:33].[Pd:34]>>[c:2]1([NH:18][CH2:17][c:16]2[c:15]([F:14])[cH:22][cH:21][c:20]([C:23]([F:24])([F:25])[F:26])[cH:19]2)[cH:3][c:4]2[c:5]([Cl:13])[n:6][nH:7][c:8](=[O:12])[c:9]2[cH:10][cH:11]1. Starting materials: BrC1=CN(C=2N=CN=C(C21)N[C@@H](C)C2=NN1C(C(N2C2=CC=CC=C2)=O)=C(C=C1)C)COCC[Si](C)(C)C ((S)-2-(1-((5-Bromo-7-((2-(trimethylsilyl)ethoxy)methyl)-7H-pyrrolo[2,3-d]pyrimidin-4-yl)amino)ethyl)-5-methyl-3-phenylpyrrolo[2,1-f][1,2,4]triazin-4(3H)-one), N1N=CC(=C1)B(O)O ((1H-pyrazol-4-yl)boronic acid), C([O-])([O-])=O.[Na+].[Na+] (sodium carbonate). The reagents and catalysts are Cl[Pd]([P](C1=CC=CC=C1)(C2=CC=CC=C2)C3=CC=CC=C3)([P](C4=CC=CC=C4)(C5=CC=CC=C5)C6=CC=CC=C6)Cl (bis(triphenylphosphine)palladium(II) dichloride). Yields the product N1N=CC(=C1)C1=CN(C=2N=CN=C(C21)N[C@@H](C)C2=NN1C(C(N2C2=CC=CC=C2)=O)=C(C=C1)C)COCC[Si](C)(C)C ((S)-2-(1-((5-(1H-Pyrazol-4-yl)-7-((2-(trimethylsilyl)ethoxy)methyl)-7H-pyrrolo[2,3-d]pyrimidin-4-yl)amino)ethyl)-5-methyl-3-phenylpyrrolo[2,1-f][1,2,4]triazin-4(3H)-one). The yield is 39.5%. As a reaction SMILES: Br[C:2]1[C:10]2[C:9]([NH:11][C@H:12]([C:14]3[N:19]([C:20]4[CH:25]=[CH:24][CH:23]=[CH:22][CH:21]=4)[C:18](=[O:26])[C:17]4=[C:27]([CH3:30])[CH:28]=[CH:29][N:16]4[N:15]=3)[CH3:13])=[N:8][CH:7]=[N:6][C:5]=2[N:4]([CH2:31][O:32][CH2:33][CH2:34][Si:35]([CH3:38])([CH3:37])[CH3:36])[CH:3]=1.[NH:39]1[CH:43]=[C:42](B(O)O)[CH:41]=[N:40]1.C(=O)([O-])[O-].[Na+].[Na+]>Cl[Pd](Cl)([P](C1C=CC=CC=1)(C1C=CC=CC=1)C1C=CC=CC=1)[P](C1C=CC=CC=1)(C1C=CC=CC=1)C1C=CC=CC=1>[NH:39]1[CH:43]=[C:42]([C:2]2[C:10]3[C:9]([NH:11][C@H:12]([C:14]4[N:19]([C:20]5[CH:25]=[CH:24][CH:23]=[CH:22][CH:21]=5)[C:18](=[O:26])[C:17]5=[C:27]([CH3:30])[CH:28]=[CH:29][N:16]5[N:15]=4)[CH3:13])=[N:8][CH:7]=[N:6][C:5]=3[N:4]([CH2:31][O:32][CH2:33][CH2:34][Si:35]([CH3:38])([CH3:37])[CH3:36])[CH:3]=2)[CH:41]=[N:40]1 |f:2.3.4,^1:55,74|. Procedure details: (S)-2-(1-((5-Bromo-7-((2-(trimethylsilyl)ethoxy)methyl)-7H-pyrrolo[2,3-d]pyrimidin-4-yl)amino)ethyl)-5-methyl-3-phenylpyrrolo[2,1-f][1,2,4]triazin-4(3H)-one (57 mg, 0.10 mmol) was treated with (1H-pyrazol-4-yl)boronic acid (64 mg, 0.58 mmol), sodium carbonate (65 mg, 0.61 mmols) and bis(triphenylphosphine)palladium(II) dichloride (33 mg, 0.03 mmol) according to the method described in Preparation 62. The residue was purified using SP1® Purification System (0% to 100%, hexane-ethyl acetate) to gi... Starting materials: O=C1CCC(=O)N1Br, ClC(Cl)(Cl)Cl, COC(=O)c1ccc(C)c(C(=O)OC)c1, N#CC1(N=NC2(C#N)CCCCC2)CCCCC1. The product is COC(=O)c1ccc(CBr)c(C(=O)OC)c1. Reaction SMILES: [Br:16][N:17]1[C:18](=[O:19])[CH2:20][CH2:21][C:22]1=[O:23].[C:42]([Cl:43])([Cl:44])([Cl:45])[Cl:46].[CH3:1][O:2][C:3]([c:4]1[cH:5][c:6]([C:7](=[O:8])[O:9][CH3:10])[c:11]([CH3:14])[cH:12][cH:13]1)=[O:15].[N:24]([C:25]1([C:26]#[N:27])[CH2:28][CH2:29][CH2:30][CH2:31][CH2:32]1)=[N:33][C:34]1([C:35]#[N:36])[CH2:37][CH2:38][CH2:39][CH2:40][CH2:41]1>>[CH3:1][O:2][C:3]([c:4]1[cH:5][c:6]([C:7](=[O:8])[O:9][CH3:10])[c:11]([CH2:14][Br:16])[cH:12][cH:13]1)=[O:15]. The reactants are N1=CC=CC2=CC=C(C=C12)OC1=CC(=NC=N1)C1=C(C=C(C=C1)C(F)(F)F)OS(=O)(=O)C(F)(F)F (trifluoromethanesulfonic acid 2-[6-(quinolin-7-yloxy)-pyrimidin-4-yl]-5-trifluoromethylphenyl ester), FC1=CC=C(C=C1)B(O)O (4-fluorophenyl boronic acid), [O-]P(=O)([O-])[O-].[K+].[K+].[K+] (K3PO4), [K+].[Br-] (KBr). The reagents and catalysts are C=1C=CC(=CC1)[P](C=2C=CC=CC2)(C=3C=CC=CC3)[Pd]([P](C=4C=CC=CC4)(C=5C=CC=CC5)C=6C=CC=CC6)([P](C=7C=CC=CC7)(C=8C=CC=CC8)C=9C=CC=CC9)[P](C=1C=CC=CC1)(C=1C=CC=CC1)C=1C=CC=CC1 (Pd(PPh3)4). Solvent: O1CCOCC1 (dioxane). Run at temperature 140 celsius. The product is FC1=CC=C(C=C1)C1=C(C=CC(=C1)C(F)(F)F)C1=CC(=NC=N1)OC1=CC=C2C=CC=NC2=C1 (7-[6-(4′-Fluoro-5-trifluoromethyl-biphenyl-2-yl)-pyrimidin-4-yloxy]-quinoline). RXN SMILES: [N:1]1[C:10]2[C:5](=[CH:6][CH:7]=[C:8]([O:11][C:12]3[N:17]=[CH:16][N:15]=[C:14]([C:18]4[CH:23]=[CH:22][C:21]([C:24]([F:27])([F:26])[F:25])=[CH:20][C:19]=4OS(C(F)(F)F)(=O)=O)[CH:13]=3)[CH:9]=2)[CH:4]=[CH:3][CH:2]=1.[F:36][C:37]1[CH:42]=[CH:41][C:40](B(O)O)=[CH:39][CH:38]=1.[O-]P([O-])([O-])=O.[K+].[K+].[K+].[K+].[Br-]>O1CCOCC1.C1C=CC([P]([Pd]([P](C2C=CC=CC=2)(C2C=CC=CC=2)C2C=CC=CC=2)([P](C2C=CC=CC=2)(C2C=CC=CC=2)C2C=CC=CC=2)[P](C2C=CC=CC=2)(C2C=CC=CC=2)C2C=CC=CC=2)(C2C=CC=CC=2)C2C=CC=CC=2)=CC=1>[F:36][C:37]1[CH:42]=[CH:41][C:40]([C:19]2[CH:20]=[C:21]([C:24]([F:25])([F:27])[F:26])[CH:22]=[CH:23][C:18]=2[C:14]2[N:15]=[CH:16][N:17]=[C:12]([O:11][C:8]3[CH:9]=[C:10]4[C:5]([CH:4]=[CH:3][CH:2]=[N:1]4)=[CH:6][CH:7]=3)[CH:13]=2)=[CH:39][CH:38]=1 |f:2.3.4.5,6.7,^1:65,67,86,105|. Reported procedure: A mixture of trifluoromethanesulfonic acid 2-[6-(quinolin-7-yloxy)-pyrimidin-4-yl]-5-trifluoromethylphenyl ester, (Example 192(a)), (100 mg, 0.19 mmol), 4-fluorophenyl boronic acid (41 mg, 0.29 mmol, Aldrich), K3PO4 (82 mg, 0.39 mmol), KBr (35 mg, 0.29 mmol) and Pd(PPh3)4 (11 mg, 0.010 mmol, Strem) in dioxane (2.0 mL) was stirred and heated by microwave synthesizer at 140° C. for 10 min. The mixture was partitioned between CH2Cl2 and 1 N NaOH. The organic phase was separated, and the aqueous pha... The reactants are CC(=O)[O-], CO, Cl, NO, [Na+], O=C1CCc2ccccc2-n2ccnc21. Yields the product ON=C1CCc2ccccc2-n2ccnc21. RXN SMILES: [CH3:20][C:21](=[O:22])[O-:23].[CH3:24][OH:25].[ClH:16].[NH2:17][OH:18].[Na+:19].[cH:1]1[cH:2][n:3][c:4]2[n:5]1-[c:6]1[c:7]([cH:12][cH:13][cH:14][cH:15]1)[CH2:8][CH2:9][C:10]2=[O:11]>>[cH:1]1[cH:2][n:3][c:4]2[n:5]1-[c:6]1[c:7]([cH:12][cH:13][cH:14][cH:15]1)[CH2:8][CH2:9][C:10]2=[N:17][OH:18]. The reactants are O=C([O-])[O-], CC(C)(C)c1cc(-c2nc(CCI)co2)cc(C(C)(C)C)c1O, CCOC(C)=O, CS(C)=O, CCCCCC, [K+], [K+], N#C[Na]. The product is CC(C)(C)c1cc(-c2nc(CCC#N)co2)cc(C(C)(C)C)c1O. Reaction SMILES: [C:33](=[O:34])([O-:35])[O-:36].[C:4]([CH3:5])([CH3:6])([CH3:7])[c:8]1[cH:9][c:10](-[c:19]2[o:20][cH:21][c:22]([CH2:24][CH2:25][I:26])[n:23]2)[cH:11][c:12]([C:15]([CH3:16])([CH3:17])[CH3:18])[c:13]1[OH:14].[CH3:27][CH2:28][O:29][C:30](=[O:31])[CH3:32].[CH3:39][S:40]([CH3:41])=[O:42].[CH3:43][CH2:44][CH2:45][CH2:46][CH2:47][CH3:48].[K+:37].[K+:38].[Na:1][C:2]#[N:3]>>[C:2](#[N:3])[CH2:25][CH2:24][c:22]1[cH:21][o:20][c:19](-[c:10]2[cH:9][c:8]([C:4]([CH3:5])([CH3:6])[CH3:7])[c:13]([OH:14])[c:12]([C:15]([CH3:16])([CH3:17])[CH3:18])[cH:11]2)[n:23]1.